Task: describe an organic reaction: reactants, conditions, products, and yield. Dataset: the Open Reaction Database (ORD), a public repository of structured organic reaction records The reactants are CC(=O)O, CC(C)C(=O)Nc1cccc(C2CCNCC2)c1, Cn1c(C=O)cc2ccccc21. Yields the product CC(C)C(=O)Nc1cccc(C2CCN(Cc3cc4ccccc4n3C)CC2)c1. Reaction SMILES: [C:31]([OH:32])(=[O:33])[CH3:34].[CH3:13][CH:14]([C:15](=[O:16])[NH:17][c:18]1[cH:19][c:20]([CH:24]2[CH2:25][CH2:26][NH:27][CH2:28][CH2:29]2)[cH:21][cH:22][cH:23]1)[CH3:30].[CH3:1][n:2]1[c:3]([CH:11]=[O:12])[cH:4][c:5]2[cH:6][cH:7][cH:8][cH:9][c:10]12>>[CH3:1][n:2]1[c:3]([CH2:11][N:27]2[CH2:26][CH2:25][CH:24]([c:20]3[cH:19][c:18]([NH:17][C:15]([CH:14]([CH3:13])[CH3:30])=[O:16])[cH:23][cH:22][cH:21]3)[CH2:29][CH2:28]2)[cH:4][c:5]2[cH:6][cH:7][cH:8][cH:9][c:10]12.